This data is from the Open Reaction Database (ORD), a public repository of structured organic reaction records. The task is: describe an organic reaction: reactants, conditions, products, and yield The reactants are O (water), Cl.FC1=CC=C(C=C1)NN (4-fluorophenylhydrazine hydrochloride), C(C)OC=C(C(=O)OCC)C#N (ethyl (ethoxymethylene)cyanoacetate), C([O-])([O-])=O.[K+].[K+] (potassium carbonate). Solvent: C(C)O (ethanol). The product is C(C)OC(=O)C=1C=NN(C1N)C1=CC=C(C=C1)F (Ethyl-5-Amino-1-(4-fluorophenyl)-1H-pyrazole-4-carboxylate). The yield is 74.0%. Reaction SMILES: Cl.[F:2][C:3]1[CH:8]=[CH:7][C:6]([NH:9][NH2:10])=[CH:5][CH:4]=1.C(O[CH:14]=[C:15]([C:21]#[N:22])[C:16]([O:18][CH2:19][CH3:20])=[O:17])C.C(=O)([O-])[O-].[K+].[K+].O>C(O)C>[CH2:19]([O:18][C:16]([C:15]1[CH:14]=[N:10][N:9]([C:6]2[CH:7]=[CH:8][C:3]([F:2])=[CH:4][CH:5]=2)[C:21]=1[NH2:22])=[O:17])[CH3:20] |f:0.1,3.4.5|. Reported procedure: A stirred mixture of 11.38 g (70.0 mmole) of a commercially available sample of 4-fluorophenylhydrazine hydrochloride, 11.84 g (70.0 mmole) of ethyl (ethoxymethylene)cyanoacetate and 9.67 g (70.0 mmole) of potassium carbonate in 100 ml of ethanol was refluxed overnight and then treated with 300 ml of water. The precipitate was filtered and dried in vacuo to furnish 12.87 g (74% yield) of pale yellow crystalline solid. The sample was recrystallized from ethanol m.p. 151-2° C. The reactants are CCOCC, C[Si](C)(C)C=[N+]=[N-], N#CCC(=O)C(F)(F)F. Product: COC(=CC#N)C(F)(F)F. As a reaction SMILES: [CH3:17][CH2:18][O:19][CH2:20][CH3:21].[CH3:1][Si:2]([CH:3]=[N+:4]=[N-:5])([CH3:6])[CH3:7].[F:8][C:9]([C:10]([CH2:11][C:12]#[N:13])=[O:14])([F:15])[F:16]>>[CH3:1][O:14][C:10]([C:9]([F:8])([F:15])[F:16])=[CH:11][C:12]#[N:13]. The reactants are three, C(C1=CC(C(=O)Cl)=CC=C1)(=O)Cl (isophthaloyl chloride), OC1=CC=C(C(=O)NN)C=C1 (4-hydroxybenzoic hydrazide), C(C1=CC(C(=O)Cl)=CC=C1)(=O)Cl (isophthaloyl chloride). The solvent is CC(=O)N(C)C (DMAc), CC(=O)N(C)C (DMAc). Run at temperature 0 celsius, time 16 hour. The product is C1(=CC(=CC=C1)C=1OC(=NN1)C1=CC=C(C=C1)O)C=1OC(=NN1)C1=CC=C(C=C1)O (2,2'-(1,3-Phenylene)bis[5-(4-hydroxyphenyl)-1,3,4-oxadiazole]). The yield is 55.4%. RXN SMILES: [OH:1][C:2]1[CH:11]=[CH:10][C:5]([C:6]([NH:8][NH2:9])=[O:7])=[CH:4][CH:3]=1.[C:12](Cl)(=[O:22])[C:13]1[CH:21]=[CH:20][CH:19]=[C:15]([C:16](Cl)=O)[CH:14]=1>CC(N(C)C)=O>[C:13]1([C:12]2[O:22][C:6]([C:5]3[CH:10]=[CH:11][C:2]([OH:1])=[CH:3][CH:4]=3)=[N:8][N:9]=2)[CH:21]=[CH:20][CH:19]=[C:15]([C:16]2[O:7][C:6]([C:5]3[CH:10]=[CH:11][C:2]([OH:1])=[CH:3][CH:4]=3)=[N:8][N:9]=2)[CH:14]=1. Reported procedure: Into a 250 ml three neck round bottom flask equipped with a magnetic stirbar, thermometer, addition funnel, and glass stopper is placed 4-hydroxybenzoic hydrazide (6.0 g, 0.039 mol) and dry DMAc (90 ml). After the solid dissolves the solution is cooled to approximately 0° C. via an ice water bath. A solution of isophthaloyl chloride (4.0 g, 0.0195 mol) in dry DMAc (30 ml) is placed in the addition funnel. The isophthaloyl chloride solution is added dropwise over approximately one hour while main... The reactants are C1CCOC1 (THF), C1(CC1)C=1C(=NC(=C(C(=O)OC)C1)OC(C)C)C1=CC=C(C=C1)F (methyl 5-cyclopropyl-6-(4-fluorophenyl)-2-isopropoxynicotinate), C1CCOC1 (THF), [H-].[Al+3].[Li+].[H-].[H-].[H-] (lithium aluminum hydride), [OH-].[Na+] (sodium hydroxide). Reaction conditions: time 5 minute. Procedure details: A THF (20 mL) solution of methyl 5-cyclopropyl-6-(4-fluorophenyl)-2-isopropoxynicotinate (3.17 g) was added to a THF (20 mL) suspension of lithium aluminum hydride (365 mg) under ice cooling in a nitrogen atmosphere. After stirring at the same temperature as above for 30 minutes, water (0.35 mL) and a 15% aqueous sodium hydroxide solution (0.35 mL) were added thereto, and the mixture was stirred for 5 minutes. Then, water (1.05 mL) was further added thereto. The reaction mixture was stirred for ... Solvent: O (water), O (water). Yield: 85.0%. As a reaction SMILES: C1COCC1.[CH:6]1([C:9]2[C:10]([C:23]3[CH:28]=[CH:27][C:26]([F:29])=[CH:25][CH:24]=3)=[N:11][C:12]([O:19][CH:20]([CH3:22])[CH3:21])=[C:13]([CH:18]=2)[C:14](OC)=[O:15])[CH2:8][CH2:7]1.[H-].[Al+3].[Li+].[H-].[H-].[H-].[OH-].[Na+]>O>[CH:6]1([C:9]2[C:10]([C:23]3[CH:28]=[CH:27][C:26]([F:29])=[CH:25][CH:24]=3)=[N:11][C:12]([O:19][CH:20]([CH3:22])[CH3:21])=[C:13]([CH:18]=2)[CH:14]=[O:15])[CH2:8][CH2:7]1 |f:2.3.4.5.6.7,8.9|. Yields the product C1(CC1)C=1C(=NC(=C(C=O)C1)OC(C)C)C1=CC=C(C=C1)F (5-Cyclopropyl-6-(4-fluorophenyl)-2-isopropoxynicotinaldehyde). The reactants are [Al+3], [H-], [H-], [H-], [H-], [Li+], N#Cc1cc(Cl)ccc1N, C1CCOC1, O. Yields the product NCc1cc(Cl)ccc1N. As a reaction SMILES: [Al+3:12].[H-:11].[H-:14].[H-:15].[H-:16].[Li+:13].[NH2:1][c:2]1[c:3]([C:4]#[N:5])[cH:6][c:7]([Cl:10])[cH:8][cH:9]1.[O:18]1[CH2:19][CH2:20][CH2:21][CH2:22]1.[OH2:17]>>[NH2:1][c:2]1[c:3]([CH2:4][NH2:5])[cH:6][c:7]([Cl:10])[cH:8][cH:9]1. Run in CS(=O)C (DMSO), C(C)(=O)OC(C)=O (acetic anhydride). Yields the product CC1=C(C2=C(C(=O)C=3C(=CC(=C4C3C2=C5C6=C4C(=CC(=C6C(=O)C(=C5C1)OC)O)OC)OC)O)OC)C(=O)C (Hypocrellin B). The yield is 26.0%. RXN SMILES: [CH3:1][CH:2]([OH:40])[CH2:3][C:4]1[C:24]2=[C:25]3[C:7]([C:8]([CH:10]=[C:11]([O:35][CH3:36])[C:12]3=[C:13]3[C:23]4[C:18](=[C:19]([OH:32])[C:20]([O:30][CH3:31])=[C:21]([CH2:26][CH:27](O)[CH3:28])[C:22]=42)[C:16](=[O:17])[CH:15]=[C:14]3[O:33][CH3:34])=[O:9])=[C:6]([OH:37])[C:5]=1[O:38][CH3:39].ClCCl>CS(C)=O.C(OC(=O)C)(=O)C>[CH3:28][C:27]1[CH2:26][C:21]2[C:22]3[C:23]4[C:18]([C:19]([C:20]=2[O:30][CH3:31])=[O:32])=[C:16]([OH:17])[CH:15]=[C:14]([O:33][CH3:34])[C:13]=4[C:12]2[C:25]4[C:24]=3[C:4](=[C:5]([O:38][CH3:39])[C:6]([C:7]=4[C:8]([OH:9])=[CH:10][C:11]=2[O:35][CH3:36])=[O:37])[C:3]=1[C:2]([CH3:1])=[O:40]. Procedure: A solution of Phleichrome (100 mg) in DMSO (2 mL) and acetic anhydride (1 mL) was heated at 40° C. for 24 h. The reaction mixture was diluted by dichloromethane (15 mL), washed with water and evaporated. The residue was chromatographed on two silica gel columns (1-5% MeOH-dichloromethane) to provide Hypocrellin B (25 mg, ˜25%). Thin-layer chromatography results and 1H-NMR were identical to that obtained from naturally occurring and extracted Hypocrellin B from H. bambusae, and as obtained by the... Starting materials: CC(CC1=C(C(=C2C(=O)C=C(C3=C4C(=CC(=O)C5=C(C(=C(C(=C45)C1=C32)CC(C)O)OC)O)OC)OC)O)OC)O (Phleichrome), ClCCl (dichloromethane). The reactants are Br, Br, CO, O=Cc1ccc(F)cc1, [H][H], O=[Ca], NCC1CCN(CC2COc3ccccc3O2)CC1, c1ccsc1. Product: Fc1ccc(CNCC2CCN(CC3COc4ccccc4O3)CC2)cc1. As a reaction SMILES: [BrH:1].[BrH:2].[CH3:40][OH:41].[F:22][c:23]1[cH:24][cH:25][c:26]([CH:27]=[O:28])[cH:29][cH:30]1.[H:38][H:39].[O:36]=[Ca:37].[O:3]1[CH:4]([CH2:13][N:14]2[CH2:15][CH2:16][CH:17]([CH2:20][NH2:21])[CH2:18][CH2:19]2)[CH2:5][O:6][c:7]2[c:8]1[cH:9][cH:10][cH:11][cH:12]2.[cH:31]1[cH:32][s:33][cH:34][cH:35]1>>[O:3]1[CH:4]([CH2:13][N:14]2[CH2:15][CH2:16][CH:17]([CH2:20][NH:21][CH2:27][c:26]3[cH:25][cH:24][c:23]([F:22])[cH:30][cH:29]3)[CH2:18][CH2:19]2)[CH2:5][O:6][c:7]2[c:8]1[cH:9][cH:10][cH:11][cH:12]2. As a reaction SMILES: [CH2:1]([c:2]1[cH:3][cH:4][cH:5][cH:6][cH:7]1)[O:8][C:9](=[O:10])[N:11]1[CH:12]([CH2:18][CH2:19][S:20][CH3:21])[C:13](=[O:17])[NH:14][CH:15]=[CH:16]1.[Cl:22][CH2:23][Cl:24]>>[CH2:1]([c:2]1[cH:3][cH:4][cH:5][cH:6][cH:7]1)[O:8][C:9](=[O:10])[N:11]1[CH:12]([CH2:18][CH2:19][S:20][CH3:21])[C:13](=[O:17])[NH:14][CH2:15][CH2:16]1. Yields the product CSCCC1C(=O)NCCN1C(=O)OCc1ccccc1. Reactants: CSCCC1C(=O)NC=CN1C(=O)OCc1ccccc1, ClCCl.